This data is from the Open Reaction Database (ORD), a public repository of structured organic reaction records. The task is: describe an organic reaction: reactants, conditions, products, and yield Starting materials: N1CCOCC1 (morpholine), ClC1(C(N(C2=C(CC1)C=CC=C2)CC(=O)OCC)=O)Cl (3,3-dichloro-1-ethoxycarbonylmethyl-2,3,4,5-tetrahydro-1H-[1]benzazepin-2-one), OS(=O)(=O)O (H2SO4). Solvent: C(Cl)(Cl)Cl (chloroform). Reaction conditions: time 18 hour. Yields the product C(C)OC(=O)CN1C(C(CCC2=C1C=CC=C2)=O)=O (1-ethoxycarbonylmethyl-2,3,4,5-tetrahydro-1H-[1]benzazepin-2,3-dione). Reaction SMILES: N1CC[O:4]CC1.Cl[C:8]1(Cl)[CH2:14][CH2:13][C:12]2[CH:15]=[CH:16][CH:17]=[CH:18][C:11]=2[N:10]([CH2:19][C:20]([O:22][CH2:23][CH3:24])=[O:21])[C:9]1=[O:25].OS(O)(=O)=O>C(Cl)(Cl)Cl>[CH2:23]([O:22][C:20]([CH2:19][N:10]1[C:11]2[CH:18]=[CH:17][CH:16]=[CH:15][C:12]=2[CH2:13][CH2:14][C:8](=[O:4])[C:9]1=[O:25])=[O:21])[CH3:24]. Procedure: A mixture of morpholine (0.315 ml, 3.6 mmol) and 3,3-dichloro-1-ethoxycarbonylmethyl-2,3,4,5-tetrahydro-1H-[1]benzazepin-2-one (0.5 g) was stirred under nitrogen at 110° for 18 hours. The solution was diluted to 10 ml with chloroform and cooled to 0°. 20% H2SO4 (1 ml) was added and the solution stirred for 2 hours at 0°. The solution was extracted with chloroform (2×20 ml) and the extracts washed with 2N HCl (2×10 ml) and saturated brine (5 ml). The solution was dried over magnesium sulfate and ... The reactants are ONCC1=CC=C(OC2=CC(=CC=C2)OC2=CC=C(C=C2)CNO)C=C1 (1,3-Bis[4-(N-hydroxyaminomethyl)phenoxy]benzene), ClC(=O)N=C=O (chlorocarbonyl isocyanate). Run in O1CCCC1 (tetrahydrofuran). Conditions: time 10 minute. The product is O=C1N(OC(N1)=O)CC1=CC=C(OC2=CC(=CC=C2)OC2=CC=C(C=C2)CN2OC(NC2=O)=O)C=C1 (1,3-bis[4-[(3,5-dioxo-1,2,4-oxadiazolidin-2-yl)methyl]phenoxy]benzene). RXN SMILES: [OH:1][NH:2][CH2:3][C:4]1[CH:26]=[CH:25][C:7]([O:8][C:9]2[CH:14]=[CH:13][CH:12]=[C:11]([O:15][C:16]3[CH:21]=[CH:20][C:19]([CH2:22][NH:23][OH:24])=[CH:18][CH:17]=3)[CH:10]=2)=[CH:6][CH:5]=1.Cl[C:28]([N:30]=[C:31]=[O:32])=[O:29]>O1CCCC1>[O:29]=[C:28]1[NH:30][C:31](=[O:32])[O:24][N:23]1[CH2:22][C:19]1[CH:20]=[CH:21][C:16]([O:15][C:11]2[CH:12]=[CH:13][CH:14]=[C:9]([O:8][C:7]3[CH:25]=[CH:26][C:4]([CH2:3][N:2]4[C:31](=[O:32])[NH:30][C:28](=[O:29])[O:1]4)=[CH:5][CH:6]=3)[CH:10]=2)=[CH:17][CH:18]=1. Procedure: 1,3-Bis[4-(N-hydroxyaminomethyl)phenoxy]benzene (0.704 g) was dissolved in 21 ml of tetrahydrofuran to which, with ice-cooling and in an atmosphere of argon, was subsequently added dropwise 0.354 ml of chlorocarbonyl isocyanate. After 10 minutes of stirring at the same temperature, the stirring was continued for 2 hours at room temperature. The solvent was evaporated under a reduced pressure, and the resulting residue was subjected to silica gel column chromatography to obtain 0.44 g of 1,3-bis[... The reactants are C (charcoal), S(=O)(Cl)Cl (thionyl chloride), ClC1=C(OC=2C=CC=C(OC(C(=O)O)(C)[N+](=O)[O-])C2)C(=CC(=C1)C(F)(F)F)Cl (5-(2,6-dichloro-4-trifluoromethyl-phenoxy)-2-nitro-α-phenoxy-propionic acid), CN(C=O)C (dimethylformamide). Solvent: ClCCCl (1,2-dichloroethane). The product is ClC1=C(OC=2C=CC=C(OC(C(=O)Cl)(C)[N+](=O)[O-])C2)C(=CC(=C1)C(F)(F)F)Cl (5-(2,6-dichloro-4-trifluoromethylphenoxy)-2-nitro-α-phenoxy-propionyl chloride). The yield is 84.0%. Reaction SMILES: S(Cl)([Cl:3])=O.[Cl:5][C:6]1[CH:27]=[C:26]([C:28]([F:31])([F:30])[F:29])[CH:25]=[C:24]([Cl:32])[C:7]=1[O:8][C:9]1[CH:10]=[CH:11][CH:12]=[C:13]([CH:23]=1)[O:14][C:15]([N+:20]([O-:22])=[O:21])([CH3:19])[C:16](O)=[O:17].CN(C)C=O.C>ClCCCl>[Cl:32][C:24]1[CH:25]=[C:26]([C:28]([F:31])([F:29])[F:30])[CH:27]=[C:6]([Cl:5])[C:7]=1[O:8][C:9]1[CH:10]=[CH:11][CH:12]=[C:13]([CH:23]=1)[O:14][C:15]([N+:20]([O-:22])=[O:21])([CH3:19])[C:16]([Cl:3])=[O:17]. Reported procedure: 9.7 g (82 mmol) of thionyl chloride were added dropwise to a solution of 30 g (68 mmol) of 5-(2,6-dichloro-4-trifluoromethyl-phenoxy)-2-nitro-α-phenoxy-propionic acid and 0.5 ml of dimethylformamide in 100 ml of 1,2-dichloroethane at room temperature. The mixture was heated under reflux for 4 hours. Active charcoal was added, the mixture was filtered and the filtrate was concentrated. After digesting the oily residue with 100 ml of ligroin, 26.2 g (84% of theory) of 5-(2,6-dichloro-4-trifluorome... Starting materials: C1(=CC=CC=C1)OC1=CC=CC=C1 (diphenyl oxide). Yields the product C1=CC=CC=2OC3=C(C21)C=CC=C3 (dibenzofuran). The reagents and catalysts are [Pt] (platinum on charcoal). Procedure: Commercial use of these materials has been hampered however, by reason of high costs, presence of impurities, and general unavailability. Commercially available dibenzofuran for example is presently obtained from coal tar and frequently contains impurities such as acenaphthene and fluorene which cannot conveniently be separated by commercially suitable methods such as washing, recrystallization, or distillation. In some cases dibenzofuran having greater purity as compared to that obtained from c... As a reaction SMILES: [C:1]1([O:7][C:8]2[CH:13]=[CH:12][CH:11]=[CH:10][CH:9]=2)[CH:6]=[CH:5][CH:4]=[CH:3][CH:2]=1>[Pt]>[CH:10]1[C:9]2[C:6]3[CH:5]=[CH:4][CH:3]=[CH:2][C:1]=3[O:7][C:8]=2[CH:13]=[CH:12][CH:11]=1. Yields the product O=C(c1ccc(Cl)cc1)c1ccc(Cn2cnc3nc(Cl)nc(Cl)c32)cc1. Reactants: O=C([O-])[O-], O=C(c1ccc(Cl)cc1)c1ccc(CBr)cc1, Clc1nc(Cl)c2[nH]cnc2n1, [K+], [K+], CN(C)C=O, O. Reaction SMILES: [C:12](=[O:13])([O-:14])[O-:15].[Cl:18][c:19]1[cH:20][cH:21][c:22]([C:23](=[O:24])[c:25]2[cH:26][cH:27][c:28]([CH2:29][Br:30])[cH:31][cH:32]2)[cH:33][cH:34]1.[Cl:1][c:2]1[n:3][c:4]([Cl:11])[c:5]2[nH:6][cH:7][n:8][c:9]2[n:10]1.[K+:16].[K+:17].[O:35]=[CH:36][N:37]([CH3:38])[CH3:39].[OH2:40]>>[Cl:1][c:2]1[n:3][c:4]([Cl:11])[c:5]2[n:6]([CH2:29][c:28]3[cH:27][cH:26][c:25]([C:23]([c:22]4[cH:21][cH:20][c:19]([Cl:18])[cH:34][cH:33]4)=[O:24])[cH:32][cH:31]3)[cH:7][n:8][c:9]2[n:10]1. Starting materials: O=C1CCN(Cc2ccccc2)C1, [Cl-], N#C[K], [NH4+]. Yields the product N#CC1(N)CCN(Cc2ccccc2)C1. As a reaction SMILES: [CH2:1]([c:2]1[cH:3][cH:4][cH:5][cH:6][cH:7]1)[N:8]1[CH2:9][C:10](=[O:13])[CH2:11][CH2:12]1.[Cl-:14].[K:16][C:17]#[N:18].[NH4+:15]>>[CH2:1]([c:2]1[cH:3][cH:4][cH:5][cH:6][cH:7]1)[N:8]1[CH2:9][C:10]([NH2:15])([C:17]#[N:18])[CH2:11][CH2:12]1. The reactants are CC1(C)CNc2nc(-c3ccncc3)cc(=O)n2C1, CN(C)C=O, [H-], ICC1Cc2ccccc2O1, [Na+], O. The product is CC1(C)CN(CC2Cc3ccccc3O2)c2nc(-c3ccncc3)cc(=O)n2C1. Reaction SMILES: [CH3:1][C:2]1([CH3:19])[CH2:3][NH:4][c:5]2[n:6]([c:7](=[O:17])[cH:8][c:9](-[c:11]3[cH:12][cH:13][n:14][cH:15][cH:16]3)[n:10]2)[CH2:18]1.[CH3:34][N:35]([CH3:36])[CH:37]=[O:38].[H-:20].[I:22][CH2:23][CH:24]1[O:25][c:26]2[c:27]([cH:29][cH:30][cH:31][cH:32]2)[CH2:28]1.[Na+:21].[OH2:33]>>[CH3:1][C:2]1([CH3:19])[CH2:3][N:4]([CH2:23][CH:24]2[O:25][c:26]3[c:27]([cH:29][cH:30][cH:31][cH:32]3)[CH2:28]2)[c:5]2[n:6]([c:7](=[O:17])[cH:8][c:9](-[c:11]3[cH:12][cH:13][n:14][cH:15][cH:16]3)[n:10]2)[CH2:18]1. The reactants are O=C1C(O)=C(O)[C@H](O1)[C@@H](O)CO (ascorbic acid), C([C@H]([C@@H]1C(=C(C(=O)O1)O)O)O)O (erythorbic acid). Product: C(CCCCCCCCCCC)(=O)OC[C@@H]([C@@H]1C(=C(C(=O)O1)O)O)O (ascorbic acid 6-laurate). The yield is 70.0%. As a reaction SMILES: [O:1]=[C:2]1[O:8][C@H:7]([C@H:9]([CH2:11][OH:12])[OH:10])[C:5]([OH:6])=[C:3]1[OH:4].[CH2:13](O)[C@@H:14](O)[C@H:15]1[O:20][C:18](=O)[C:17](O)=[C:16]1O>>[C:18]([O:12][CH2:11][C@H:9]([OH:10])[C@H:7]1[O:8][C:2](=[O:1])[C:3]([OH:4])=[C:5]1[OH:6])(=[O:20])[CH2:17][CH2:16][CH2:15][CH2:14][CH2:13][CH2:2][CH2:3][CH2:5][CH2:7][CH2:9][CH3:11]. Procedure: Repetition of the preparation substituting ascorbic acid for the erythorbic acid resulted in the isolation of 26.35 g of a white waxy solid assaying 95.1% ascorbic acid 6-laurate (0.070 mole, 70% yield). The reactants are CC(C)(CCOCOCc1ccccc1)CCC12C=CC=CC1C(=O)NC2=O, CO, Cl. RXN SMILES: [CH3:1][C:2]([CH2:3][CH2:4][C:5]12[C:6](=[O:7])[NH:8][C:9](=[O:15])[CH:10]1[CH:11]=[CH:12][CH:13]=[CH:14]2)([CH2:16][CH2:17][O:18][CH2:19][O:20][CH2:21][c:22]1[cH:23][cH:24][cH:25][cH:26][cH:27]1)[CH3:28].[CH3:30][OH:31].[ClH:29]>>[CH3:1][C:2]([CH2:3][CH2:4][C:5]12[C:6](=[O:7])[NH:8][C:9](=[O:15])[CH:10]1[CH:11]=[CH:12][CH:13]=[CH:14]2)([CH2:16][CH2:17][OH:18])[CH3:28]. The product is CC(C)(CCO)CCC12C=CC=CC1C(=O)NC2=O.